This data is from the Open Reaction Database (ORD), a public repository of structured organic reaction records. The task is: describe an organic reaction: reactants, conditions, products, and yield Run in CC(CC)=O (2-butanone). Starting materials: [Cl-] (chloride), C(=O)(O)[C@H](O)[C@@H](O)C(=O)O.C(C)OC(=O)[C@H]1CNCCC1 ((R)-3-piperidinecarboxylic acid ethyl ester (L)-tartrate), C([O-])([O-])=O.[K+].[K+] (potassium carbonate), [I-].[Na+] (sodium iodide). Reaction SMILES: [Cl-].C([C@@H]([C@H](C(O)=O)O)O)(O)=O.[CH2:12]([O:14][C:15]([C@@H:17]1[CH2:22][CH2:21][CH2:20][NH:19][CH2:18]1)=[O:16])[CH3:13].C(=O)([O-])[O-].[K+].[K+].[I-].[Na+]>CC(=O)CC>[CH2:12]([O:14][C:15]([CH:17]1[CH2:22][CH2:21][CH2:20][NH:19][CH2:18]1)=[O:16])[CH3:13] |f:1.2,3.4.5,6.7|. The product is C(C)OC(=O)C1CNCCC1 (3-piperidinecarboxylic acid ethyl ester). The yield is 139.9%. Procedure: A mixture of the above crude chloride (1.14 g, 3.5 mmol), (R)-3-piperidinecarboxylic acid ethyl ester (L)-tartrate (1.05 g, 3.5 mmol), dried potassium carbonate (1.94 g, 14 mmol), sodium iodide (0.53 g, 3.5 mmol) and 2-butanone (15 ml) was heated at reflux temperature for 60 h. The reaction mixture was filtered, the filtrate washed with 2-butanone (10 ml) and the combined filtrates evapoated in vacuo. The crude product was purified by column chromatography on silica gel using a mixture of ethyl ... Yields the product COC1=CC2=C(NC(=N2)C2=NNC=C2N)C=C1OC (3-(5,6-dimethoxy-1H-benzimidazol-2-yl)-1H-pyrazol-4-ylamine). Solvent: C(C)O (ethanol), CN(C)C=O (DMF). The reagents and catalysts are [Pd] (palladium on carbon). Reaction SMILES: [CH3:1][O:2][C:3]1[C:19]([O:20][CH3:21])=[CH:18][C:6]2[NH:7][C:8]([C:10]3[C:14]([N+:15]([O-])=O)=[CH:13][NH:12][N:11]=3)=[N:9][C:5]=2[CH:4]=1>[Pd].C(O)C.CN(C=O)C>[CH3:21][O:20][C:19]1[C:3]([O:2][CH3:1])=[CH:4][C:5]2[NH:9][C:8]([C:10]3[C:14]([NH2:15])=[CH:13][NH:12][N:11]=3)=[N:7][C:6]=2[CH:18]=1. Procedure details: A mixture of 5,6-dimethoxy-2-(4-nitro-1H-pyrazol-3-yl)-1H-benzimidazole (2.08 g, 7.2 mmol) and 10% palladium on carbon (200 mg) in ethanol (150 ml) and DMF (50 ml) was hydrogenated at room temperature and pressure overnight. The reaction mixture was filtered through celite and the solvent removed in vacuo. The resulting solid was azeotroped with methanol and toluene and the solvent removed in vacuo. The crude material was columned in DCM, methanol, acetic acid, water (120:18:3:2)[DMAW120] follow... The reactants are COC1=CC2=C(NC(=N2)C2=NNC=C2[N+](=O)[O-])C=C1OC (5,6-dimethoxy-2-(4-nitro-1H-pyrazol-3-yl)-1H-benzimidazole). The yield is 53.6%.